This data is from the Open Reaction Database (ORD), a public repository of structured organic reaction records. The task is: describe an organic reaction: reactants, conditions, products, and yield The reactants are O=C[C@H](O)[C@@H](O)[C@@H](O)[C@H](O)C (D-Fucose), O=C[C@H](O)[C@@H](O)[C@@H](O)[C@H](O)C (D-fucose). Reagents/catalysts: [Ni] (Raney-nickel). Yields the product C([C@H](O)[C@@H](O)[C@@H](O)[C@H](O)C)O (D-fucitol). As a reaction SMILES: [O:1]=[CH:2][C@@H:3]([C@H:5]([C@H:7]([C@@H:9]([CH3:11])[OH:10])[OH:8])[OH:6])[OH:4]>[Ni]>[CH2:2]([OH:1])[C@@H:3]([C@H:5]([C@H:7]([C@@H:9]([CH3:11])[OH:10])[OH:8])[OH:6])[OH:4]. Reported procedure: D-Fucose (6-deoxy D-galactose) was reduced [a composition in total of 500 ml containing D-fucose at 1% and 20 ml of the Raney-nickel catalyst] to produce D-fucitol (6-deoxy D-galactitol). FIG. 57(a) shows HPLC analysis results of D-fucose before reduction and FIG. 57(b) shows HPLC analysis results of 6-deoxy L-galactitol after the reduction. The optical rotation of 6-deoxy L-galactitol was +1.7, and FIG. 58 shows 13C NMR spectrum of 6-deoxy L-galactitol.